Dataset: the Open Reaction Database (ORD), a public repository of structured organic reaction records. Task: describe an organic reaction: reactants, conditions, products, and yield Starting materials: CCCCNS(=O)(=O)c1ccccc1, Cn1c(Cl)nc2ccccc21, [H-], [Na+], CN(C)C=O, O. The product is CCCCN(c1nc2ccccc2n1C)S(=O)(=O)c1ccccc1. Reaction SMILES: [CH2:3]([CH2:4][CH2:5][CH3:6])[NH:7][S:8](=[O:9])(=[O:10])[c:11]1[cH:12][cH:13][cH:14][cH:15][cH:16]1.[Cl:17][c:18]1[n:19][c:20]2[c:21]([n:22]1[CH3:23])[cH:24][cH:25][cH:26][cH:27]2.[H-:1].[Na+:2].[O:29]=[CH:30][N:31]([CH3:32])[CH3:33].[OH2:28]>>[CH2:3]([CH2:4][CH2:5][CH3:6])[N:7]([S:8](=[O:9])(=[O:10])[c:11]1[cH:12][cH:13][cH:14][cH:15][cH:16]1)[c:18]1[n:19][c:20]2[c:21]([n:22]1[CH3:23])[cH:24][cH:25][cH:26][cH:27]2. Starting materials: C#CC(C)(C)C, COc1cnc2c(Oc3ccc(Nc4nnc(Cl)c5ccccc45)cc3)ccnc2c1, ClCCl, [Cu]I. RXN SMILES: [CH3:32][C:33]([C:34]#[CH:35])([CH3:36])[CH3:37].[Cl:1][c:2]1[n:3][n:4][c:5]([NH:12][c:13]2[cH:14][cH:15][c:16]([O:19][c:20]3[cH:21][cH:22][n:23][c:24]4[cH:25][c:26]([O:30][CH3:31])[cH:27][n:28][c:29]34)[cH:17][cH:18]2)[c:6]2[cH:7][cH:8][cH:9][cH:10][c:11]12.[Cl:38][CH2:39][Cl:40].[Cu:41][I:42]>>[c:2]1([C:35]#[C:34][C:33]([CH3:32])([CH3:36])[CH3:37])[n:3][n:4][c:5]([NH:12][c:13]2[cH:14][cH:15][c:16]([O:19][c:20]3[cH:21][cH:22][n:23][c:24]4[cH:25][c:26]([O:30][CH3:31])[cH:27][n:28][c:29]34)[cH:17][cH:18]2)[c:6]2[cH:7][cH:8][cH:9][cH:10][c:11]12. The product is COc1cnc2c(Oc3ccc(Nc4nnc(C#CC(C)(C)C)c5ccccc45)cc3)ccnc2c1. Starting materials: C([O-])(O)=O.[Na+] (sodium bicarbonate), C(C)(=O)C1(CCOCC1)C(=O)OC (methyl 4-acetyltetrahydro-2H-pyran-4-carboxylate), C(C)(C)O (isopropyl alcohol), S(O)(O)(=O)=O (sulfuric acid). The solvent is O (water), O (water). Reaction conditions: temperature 100 celsius. Product: O1CCC(CC1)C(C)=O (1-(Tetrahydro-pyran-4-yl)-ethanone). Isolated yield 46.6%. As a reaction SMILES: [C:1]([C:4]1(C(OC)=O)[CH2:9][CH2:8][O:7][CH2:6][CH2:5]1)(=[O:3])[CH3:2].C(O)(C)C.S(=O)(=O)(O)O.C(=O)(O)[O-].[Na+]>O>[O:7]1[CH2:8][CH2:9][CH:4]([C:1](=[O:3])[CH3:2])[CH2:5][CH2:6]1 |f:3.4|. Procedure: Combine methyl 4-acetyltetrahydro-2H-pyran-4-carboxylate (23.06 g, 123.84 mmol) with isopropyl alcohol (124 mL) and water (124 mL). Add sulfuric acid (33.00 mL, 5.0 eq). Heat the reaction mixture to 100° C. over two nights. Cool and add the reaction mixture slowly to a mixture of sodium bicarbonate (136 g) in water (1 L). Extract with dichloromethane. Dry the organics over anhydrous sodium sulfate, filter, and concentrate in vacuo. Purify by silica gel chromatography, eluting with hexanes to 25%... The reactants are C(=O)(O)CN(CC=CC(=O)OC)S(=O)(=O)C1=CC2=CC=C(C=C2C=C1)Cl (methyl 4-[carboxymethyl(6-chloro-naphthalene-2-sulfonyl)amino]-2-butenate), CCN=C=NCCCN(C)C (WSC), C(NN)(=O)OC(C)(C)C (tert-butyl carbazate), C=1C=CC2=C(C1)N=NN2O (HOBt). Solvent: C(C)#N (acetonitrile). Reaction conditions: time 15 hour. Product: C(C)(C)(C)OC(=O)NNC(CN(CC=CC(=O)OC)S(=O)(=O)C1=CC2=CC=C(C=C2C=C1)Cl)=O (methyl 4-[[2-(N′-tert-butoxycarbonylhydrazino)-2-oxoethyl](6-chloro-naphthalene-2-sulfonyl)amino]-2-butenoate). Isolated yield 102.5%. RXN SMILES: [C:1]([CH2:4][N:5]([S:13]([C:16]1[CH:25]=[CH:24][C:23]2[C:18](=[CH:19][CH:20]=[C:21]([Cl:26])[CH:22]=2)[CH:17]=1)(=[O:15])=[O:14])[CH2:6][CH:7]=[CH:8][C:9]([O:11][CH3:12])=[O:10])(O)=[O:2].[C:27]([O:31][C:32]([CH3:35])([CH3:34])[CH3:33])(=[O:30])[NH:28][NH2:29].C1C=CC2N(O)N=NC=2C=1.CCN=C=NCCCN(C)C>C(#N)C>[C:32]([O:31][C:27]([NH:28][NH:29][C:1](=[O:2])[CH2:4][N:5]([S:13]([C:16]1[CH:25]=[CH:24][C:23]2[C:18](=[CH:19][CH:20]=[C:21]([Cl:26])[CH:22]=2)[CH:17]=1)(=[O:15])=[O:14])[CH2:6][CH:7]=[CH:8][C:9]([O:11][CH3:12])=[O:10])=[O:30])([CH3:35])([CH3:34])[CH3:33]. Procedure details: A solution of methyl 4-[carboxymethyl(6-chloro-naphthalene-2-sulfonyl)amino]-2-butenate (796 mg), tert-butyl carbazate (265 mg) and HOBt (367 mg) in acetonitrile (20 ml) was combined with WSC (575 mg) and stirred at room temperature for 15 hours. The reaction mixture was concentrated and the residue was dissolved in ethyl acetate, washed with water and brine, dried, concentrated to obtain a residue, which was then crystallized from ether-hexane to obtain methyl 4-[[2-(N′-tert-butoxycarbonylhydra... Reactants: compound, SC1=NNC=N1 (3-mercapto-1,2,4-triazole), ClC1=NC=NC2=CC=C(C=C12)I (4-chloro-6-iodo-quinazoline), NC1=NC=CN=C1 (2-amino-pyrazine). Yields the product N=1N=C(NC1)SC=1C=C2C(=NC=NC2=CC1)NC1=NC=CN=C1 ([6-(4H-[1,2,4]Triazol-3-ylsulfanyl)-quinazolin-4-yl]-pyrazin-2-yl-amine). RXN SMILES: Cl[C:2]1[C:11]2[C:6](=[CH:7][CH:8]=[C:9](I)[CH:10]=2)[N:5]=[CH:4][N:3]=1.[NH2:13][C:14]1[CH:19]=[N:18][CH:17]=[CH:16][N:15]=1.[SH:20][C:21]1[N:25]=[CH:24][NH:23][N:22]=1>>[N:23]1[N:22]=[C:21]([S:20][C:9]2[CH:10]=[C:11]3[C:6](=[CH:7][CH:8]=2)[N:5]=[CH:4][N:3]=[C:2]3[NH:13][C:14]2[CH:19]=[N:18][CH:17]=[CH:16][N:15]=2)[NH:25][CH:24]=1. Reported procedure: The compound of Example 5 was manufactured by the same method as in Example 1, by a similar method thereto or by a combination of such a method with a conventional method using 4-chloro-6-iodo-quinazoline, 2-amino-pyrazine and 3-mercapto-1,2,4-triazole.